Dataset: the Open Reaction Database (ORD), a public repository of structured organic reaction records. Task: describe an organic reaction: reactants, conditions, products, and yield Reactants: C1(=CC=CC=C1)P(=O)(C1=CC=CC=C1)OC=1[C@@H]([C@@H]2N(C1C(=O)OCC1=CC=C(C=C1)[N+](=O)[O-])C([C@@H]2[C@@H](C)O)=O)C (p-nitrobenzyl (1R,5S,6S)-2-diphenylphosphoryloxy-6-[(R)-1-hydroxyethyl]-1-methylcarbapen-2-em-3-carboxylate), C(O)([O-])=O.[Na+] (sodium hydrogencarbonate), C(C)(C)N(CC)C(C)C (diisopropylethylamine), C(C)(=O)SC1CN(C1)C=1SC=C(N1)C(=O)OCC1=CC=C(C=C1)[N+](=O)[O-] (3-acetylthio-1-(4-p-nitrobenzyloxycarbonyl-1,3-thiazol-2-yl)azetidine), C(C)(=O)O.NN (hydrazine acetate). Solvent: C(C)#N (acetonitrile), C(C)(=O)OCC (ethyl acetate), CN(C=O)C (dimethylformamide). Reaction conditions: time 3 hour. The product is [N+](=O)([O-])C1=CC=C(COC(=O)C=2N=C(SC2)N2CC(C2)SC=2[C@@H]([C@H]3N(C2C(=O)OCC2=CC=C(C=C2)[N+](=O)[O-])C([C@@H]3[C@@H](C)O)=O)C)C=C1 (p-nitrobenzyl (1R,5S,6S)-2-[1-(4-p-nitrobenzyloxycarbonyl-1,3-thiazol-2-yl)azetidin-3-yl]thio-6-[(R)-1-hydroxyethyl]-1-methylcarbapen-2-em-3-carboxylate), solid. Yield: 50.0%. Reaction SMILES: C([S:4][CH:5]1[CH2:8][N:7]([C:9]2[S:10][CH:11]=[C:12]([C:14]([O:16][CH2:17][C:18]3[CH:23]=[CH:22][C:21]([N+:24]([O-:26])=[O:25])=[CH:20][CH:19]=3)=[O:15])[N:13]=2)[CH2:6]1)(=O)C.C(O)(=O)C.NN.C1(P(O[C:48]2[C@H:49]([CH3:72])[C@H:50]3[C@@H:67]([C@H:68]([OH:70])[CH3:69])[C:66](=[O:71])[N:51]3[C:52]=2[C:53]([O:55][CH2:56][C:57]2[CH:62]=[CH:61][C:60]([N+:63]([O-:65])=[O:64])=[CH:59][CH:58]=2)=[O:54])(C2C=CC=CC=2)=O)C=CC=CC=1.C(N(C(C)C)CC)(C)C.C(=O)([O-])O.[Na+]>CN(C)C=O.C(#N)C.C(OCC)(=O)C>[N+:24]([C:21]1[CH:20]=[CH:19][C:18]([CH2:17][O:16][C:14]([C:12]2[N:13]=[C:9]([N:7]3[CH2:8][CH:5]([S:4][C:48]4[C@H:49]([CH3:72])[C@@H:50]5[C@@H:67]([C@H:68]([OH:70])[CH3:69])[C:66](=[O:71])[N:51]5[C:52]=4[C:53]([O:55][CH2:56][C:57]4[CH:58]=[CH:59][C:60]([N+:63]([O-:65])=[O:64])=[CH:61][CH:62]=4)=[O:54])[CH2:6]3)[S:10][CH:11]=2)=[O:15])=[CH:23][CH:22]=1)([O-:26])=[O:25] |f:1.2,5.6|. Procedure details: To a solution of 3-acetylthio-1-(4-p-nitrobenzyloxycarbonyl-1,3-thiazol-2-yl)azetidine (380 mg, 1.0 mmol) (obtained as described in Reference Example 2) in dimethylformamide (15 ml) was added hydrazine acetate (115 mg, 1.25 mmol) at room temperature under an atmosphere of nitrogen and the mixture was stirred for 3 hours. After checking the completion of the reaction, a solution of p-nitrobenzyl (1R,5S,6S)-2-diphenylphosphoryloxy-6-[(R)-1-hydroxyethyl]-1-methylcarbapen-2-em-3-carboxylate (695 mg,... The reactants are CI, Clc1cccc2[nH]ccc12, [Na+], [OH-], c1ccccc1. Yields the product Cn1ccc2c(Cl)cccc21. RXN SMILES: [CH3:13][I:14].[Cl:1][c:2]1[c:3]2[cH:4][cH:5][nH:6][c:7]2[cH:8][cH:9][cH:10]1.[Na+:12].[OH-:11].[cH:15]1[cH:16][cH:17][cH:18][cH:19][cH:20]1>>[Cl:1][c:2]1[c:3]2[cH:4][cH:5][n:6]([CH3:13])[c:7]2[cH:8][cH:9][cH:10]1. Reactants: CN1CC(NC(=O)C(C)(C)C)C=C2c3cccc4[nH]cc(c34)CC21, ClCCl, [Na+], [Na+], O=S(=O)([O-])[O-], O=S(=O)(Cl)Cl. Yields the product CN1CC(NC(=O)C(C)(C)C)C=C2c3cccc4[nH]c(Cl)c(c34)CC21. RXN SMILES: [CH3:1][N:2]1[CH2:3][CH:4]([NH:18][C:19]([C:20]([CH3:21])([CH3:22])[CH3:23])=[O:24])[CH:5]=[C:6]2[c:7]3[cH:8][cH:9][cH:10][c:11]4[nH:12][cH:13][c:14]([c:17]34)[CH2:15][CH:16]12.[Cl:37][CH2:38][Cl:39].[Na+:30].[Na+:31].[O-:32][S:33]([O-:34])(=[O:35])=[O:36].[S:25]([Cl:26])(=[O:27])([Cl:28])=[O:29]>>[CH3:1][N:2]1[CH2:3][CH:4]([NH:18][C:19]([C:20]([CH3:21])([CH3:22])[CH3:23])=[O:24])[CH:5]=[C:6]2[c:7]3[cH:8][cH:9][cH:10][c:11]4[nH:12][c:13]([Cl:28])[c:14]([c:17]34)[CH2:15][CH:16]12.